From a dataset of the Open Reaction Database (ORD), a public repository of structured organic reaction records. describe an organic reaction: reactants, conditions, products, and yield As a reaction SMILES: [CH2:1]([N:3]([CH2:14][CH3:15])[C:4](=[O:13])[C:5]1[CH:10]=[CH:9][CH:8]=[C:7]([O:11]C)[CH:6]=1)[CH3:2].B(Br)(Br)Br>C(Cl)Cl>[CH2:14]([N:3]([CH2:1][CH3:2])[C:4](=[O:13])[C:5]1[CH:10]=[CH:9][CH:8]=[C:7]([OH:11])[CH:6]=1)[CH3:15]. The solvent is C(Cl)Cl (CH2Cl2). Run at time 1 hour. The reactants are C(C)N(C(C1=CC(=CC=C1)OC)=O)CC (N,N-Diethyl-3-methoxy-benzamide), B(Br)(Br)Br (BBr3). Reported procedure: To a solution of Compound 15a (0.68 g; 3.28 mmol) in CH2Cl2 (50 mL) was added BBr3 (1.0M in CH2Cl2) (16 mL; 16 mmol) dropwise at 0° C. The reaction was stirred at room temperature for 1 h. The mixture was quenched with saturated aqueous NaHCO3. The organic layer was dried over MgSO4 and concentrated to afford Compound 15b. The crude product was used in the next reaction without further purification. MS m/z 194.2 (M+H)+. Yields the product C(C)N(C(C1=CC(=CC=C1)O)=O)CC (N,N-Diethyl-3-hydroxy-benzamide). Yields the product COC([C@H]1N(C[C@H](C1)F)C(C1=CC=CC=C1)=O)=O ((cis)-1-Benzoyl-4-fluoro-L-proline methyl ester). The solvent is ClCCl (dichloromethane). Reactants: COC([C@H]1N(C[C@@H](C1)O)C(C1=CC=CC=C1)=O)=O ((trans)-1-benzoyl-4-hydroxy-L-proline methyl ester), C(C)N(CC)S(F)(F)F (diethylaminosulfur trifluoride), N1=CC=CC=C1 (pyridine). As a reaction SMILES: [CH3:1][O:2][C:3](=[O:18])[C@@H:4]1[CH2:8][C@@H:7](O)[CH2:6][N:5]1[C:10](=[O:17])[C:11]1[CH:16]=[CH:15][CH:14]=[CH:13][CH:12]=1.C(N(S(F)(F)[F:25])CC)C.N1C=CC=CC=1>ClCCl>[CH3:1][O:2][C:3](=[O:18])[C@@H:4]1[CH2:8][C@H:7]([F:25])[CH2:6][N:5]1[C:10](=[O:17])[C:11]1[CH:16]=[CH:15][CH:14]=[CH:13][CH:12]=1. Reaction conditions: temperature -45 celsius. Procedure details: A solution of (trans)-1-benzoyl-4-hydroxy-L-proline methyl ester prepared as described in Example 1 Part A(2) (6 g, 24.1 mmole) was dissolved in dichloromethane and cooled to -45° C. under an argon atmosphere. To the above solution diethylaminosulfur trifluoride (5.2 ml, 42 mmole) was added dropwise. The resulting solution was stirred and warmed to -35° C. To the above solution pyridine was added dropwise (9 ml, 116 mmole). The reaction was allowed to stir overnight while warming to room tempera... The yield is 64.0%. Starting materials: CC(c1cccc2ccccc12)N(CC1CN(C(=O)CCCCC(=O)O)CC1c1ccccc1)C(=O)OC(C)(C)C, CO, Cl, C1COCCO1. The product is Cl, CC(NCC1CN(C(=O)CCCCC(=O)O)CC1c1ccccc1)c1cccc2ccccc12. As a reaction SMILES: [C:1]([O:2][C:3](=[O:4])[N:8]([CH:9]([CH3:10])[c:11]1[cH:12][cH:13][cH:14][c:15]2[cH:16][cH:17][cH:18][cH:19][c:20]12)[CH2:21][CH:22]1[CH2:23][N:24]([C:33]([CH2:34][CH2:35][CH2:36][CH2:37][C:38](=[O:39])[OH:40])=[O:41])[CH2:25][CH:26]1[c:27]1[cH:28][cH:29][cH:30][cH:31][cH:32]1)([CH3:5])([CH3:6])[CH3:7].[CH3:42][OH:43].[ClH:50].[O:44]1[CH2:45][CH2:46][O:47][CH2:48][CH2:49]1>>[ClH:50].[NH:8]([CH:9]([CH3:10])[c:11]1[cH:12][cH:13][cH:14][c:15]2[cH:16][cH:17][cH:18][cH:19][c:20]12)[CH2:21][CH:22]1[CH2:23][N:24]([C:33]([CH2:34][CH2:35][CH2:36][CH2:37][C:38](=[O:39])[OH:40])=[O:41])[CH2:25][CH:26]1[c:27]1[cH:28][cH:29][cH:30][cH:31][cH:32]1. The reactants are alkyl aldehyde, CN(C=O)C (dimethylformamide), O1CCCC1 (tetrahydrofuran), C(#N)[BH3-].[Na+] (sodium cyanoborohydride), C(C)#N (acetonitrile), C=O (formaldehyde). Yields the product CN(C1=CC=CC=C1)C (dimethyl aniline), ( 24 ). RXN SMILES: C([BH3-])#N.[Na+].[C:5](#N)[CH3:6].[CH3:8][N:9]([CH3:12])[CH:10]=O.C=O.O1C[CH2:18][CH2:17][CH2:16]1>>[CH3:8][N:9]([CH3:12])[C:10]1[CH:6]=[CH:5][CH:18]=[CH:17][CH:16]=1 |f:0.1|. Reported procedure: Alternatively the reduction can be accomplished with sodium cyanoborohydride in an inert solvent such as acetonitrile, dimethylformamide, or tetrahydrofuran. An alkyl aldehyde such as formaldehyde can be used in excess to obtain a dimethyl aniline of formula (24) (R5 and R6 each represent methyl). The reaction is accomplished at room temperture to the reflux temperature of the solvent for about 4 to 48 hours. The product can be isolated by common extractive techniques and purified by silica gel ...